From a dataset of the Open Reaction Database (ORD), a public repository of structured organic reaction records. describe an organic reaction: reactants, conditions, products, and yield Starting materials: N#CC1CCCc2cccnc21, Cl, CCOP([O-])(=S)SCC. Yields the product Cl, NC(=S)C1CCCc2cccnc21. As a reaction SMILES: [C:11](#[N:12])[CH:13]1[CH2:14][CH2:15][CH2:16][c:17]2[cH:18][cH:19][cH:20][n:21][c:22]21.[ClH:10].[P:1](=[S:2])([O-:3])([O:4][CH2:5][CH3:6])[S:7][CH2:8][CH3:9]>>[ClH:10].[S:2]=[C:11]([NH2:12])[CH:13]1[CH2:14][CH2:15][CH2:16][c:17]2[cH:18][cH:19][cH:20][n:21][c:22]21. Starting materials: ice water, C(C)OC(C(C(=O)OCC)=CC1=CC=CC=C1)=O (benzalmalonic acid diethyl ester), [C-]#N.[K+] (potassium cyanide), C(C)O (ethanol). Run in O (water). Reaction conditions: time 1 hour. Yields the product C(C)OC(CC(C1=CC=CC=C1)C#N)=O (3-cyano-3-phenyl-propionic acid ethyl ester). RXN SMILES: C(OC(=O)[C:5](=[CH:11][C:12]1[CH:17]=[CH:16][CH:15]=[CH:14][CH:13]=1)[C:6]([O:8][CH2:9][CH3:10])=[O:7])C.[C-:19]#[N:20].[K+].C(O)C>O>[CH2:9]([O:8][C:6](=[O:7])[CH2:5][CH:11]([C:19]#[N:20])[C:12]1[CH:13]=[CH:14][CH:15]=[CH:16][CH:17]=1)[CH3:10] |f:1.2|. Procedure: 120 g of benzalmalonic acid diethyl ester, 33.6 g of potassium cyanide, 1600 cc of ethanol and 160 cc of water are stirred at a bath temperature of 60° for 12 to 14 hours. The reaction mixture is then cooled with ice water, the potassium bicarbonate which crystallizes is filtered off, the filtrate is made neutral with about 15 cc of 1 N hydrochloric acid, air is passed through the solution with a water jet vacuum pump for 1 hour, the solvent is distilled off on a rotary evaporator, 100 cc of wat... Reactants: COC(C1=CC(=C(C(=C1)[N+](=O)[O-])OC1=CC=CC=C1)[N+](=O)[O-])=O (3,5-dinitro-4-phenoxy-benzoic acid methyl ester). The reagents and catalysts are [Ni] (Raney nickel). Run in C(C)(=O)OCC (ethyl acetate). The product is COC(C1=CC(=C(C(=C1)N)OC1=CC=CC=C1)N)=O (3,5-Diamino-4-phenoxy-benzoic acid methyl ester). As a reaction SMILES: [CH3:1][O:2][C:3](=[O:23])[C:4]1[CH:9]=[C:8]([N+:10]([O-])=O)[C:7]([O:13][C:14]2[CH:19]=[CH:18][CH:17]=[CH:16][CH:15]=2)=[C:6]([N+:20]([O-])=O)[CH:5]=1>C(OCC)(=O)C.[Ni]>[CH3:1][O:2][C:3](=[O:23])[C:4]1[CH:9]=[C:8]([NH2:10])[C:7]([O:13][C:14]2[CH:19]=[CH:18][CH:17]=[CH:16][CH:15]=2)=[C:6]([NH2:20])[CH:5]=1. Procedure: 25 g of 3,5-dinitro-4-phenoxy-benzoic acid methyl ester are dissolved in 250 ml of ethyl acetate, combined with 10 g of Raney nickel and hydrogenated. After absorption of the calculated amount of hydrogen, the catalyst is filtered off, the solvent is removed, whereupon the remaining oil crystallises. The raw product may be further reacted directly or recrystallized from methanol/water, whereby the diamino ester is obtained in form of colorless crystals melting at 140°-142° C in excellent yield. ... The reactants are CC(C)(C)OC(=O)N1CC2CC2C1CO, ClCCl, [Na+], O=C([O-])O. Yields the product CC(C)(C)OC(=O)N1CC2CC2C1C=O. As a reaction SMILES: [C:1]([CH3:2])([CH3:3])([CH3:4])[O:5][C:6](=[O:7])[N:8]1[CH:9]([CH2:14][OH:15])[CH:10]2[CH2:11][CH:12]2[CH2:13]1.[Cl:21][CH2:22][Cl:23].[Na+:20].[O-:16][C:17]([OH:18])=[O:19]>>[C:1]([CH3:2])([CH3:3])([CH3:4])[O:5][C:6](=[O:7])[N:8]1[CH:9]([CH:14]=[O:15])[CH:10]2[CH2:11][CH:12]2[CH2:13]1. Starting materials: CI (methyl iodide), [H-].[Na+] (NaH), C1=CC=C(C=2OC3=C(C21)C=CC=C3)O (dibenzofuran-4-ol). Solvent: CN(C)C=O (DMF), CN(C)C=O (DMF), CN(C)C=O (DMF). Product: COC1=CC=CC2=C1OC1=C2C=CC=C1 (4-Methoxydibenzofuran). Reaction SMILES: [H-].[Na+].[CH:3]1[C:11]2[C:10]3[CH:12]=[CH:13][CH:14]=[CH:15][C:9]=3[O:8][C:7]=2[C:6]([OH:16])=[CH:5][CH:4]=1.[CH3:17]I>CN(C=O)C>[CH3:17][O:16][C:6]1[C:7]2[O:8][C:9]3[CH:15]=[CH:14][CH:13]=[CH:12][C:10]=3[C:11]=2[CH:3]=[CH:4][CH:5]=1 |f:0.1|. Procedure: To a solution of 50% NaH (15.6 g, 0.32 mol) in DMF (100 ml), a solution of dibenzofuran-4-ol (40 g, 0.217 mol) in DMF (200 ml) was added drop wise at 0-5° C. under stirring and under a nitrogen atmosphere. The reaction mass was allowed to stir for 15 min at a temperature of 0-5° C. under N2. A solution of methyl iodide (20.3 ml, 0.32 mol) in DMF (50 ml) was added drop wise at 0-5° C. and the reaction mass was allowed to stir for 1 hr at room temperature. When TLC confirmed absence of starting ma... The reactants are Cl (HCl), BrC=1C(=NC=C(C(=O)NC2=CC=C(C=C2)OC(F)(F)Cl)C1)Cl (5-bromo-6-chloro-N-(4-(chlorodifluoromethoxy)phenyl)nicotinamide), N1C[C@@H]([C@H](C1)O)O ((3S,4S)-pyrrolidine-3,4-diol), CCN(C(C)C)C(C)C (DIPEA). Solvent: CC(C)O (iPrOH), C1CCCCC1.CCOC(=O)C (cyclohexane EtOAc). The product is BrC=1C(=NC=C(C(=O)NC2=CC=C(C=C2)OC(F)(F)Cl)C1)N1C[C@@H]([C@H](C1)O)O (5-Bromo-N-(4-(chlorodifluoromethoxy)phenyl)-6-((3S,4S)-3,4-dihydroxypyrrolidin-1-yl)nicotinamide). As a reaction SMILES: [Br:1][C:2]1[C:3](Cl)=[N:4][CH:5]=[C:6]([CH:21]=1)[C:7]([NH:9][C:10]1[CH:15]=[CH:14][C:13]([O:16][C:17]([Cl:20])([F:19])[F:18])=[CH:12][CH:11]=1)=[O:8].[NH:23]1[CH2:27][C@H:26]([OH:28])[C@@H:25]([OH:29])[CH2:24]1.CCN(C(C)C)C(C)C.Cl>CC(O)C.C1CCCCC1.CCOC(C)=O>[Br:1][C:2]1[C:3]([N:23]2[CH2:27][C@H:26]([OH:28])[C@@H:25]([OH:29])[CH2:24]2)=[N:4][CH:5]=[C:6]([CH:21]=1)[C:7]([NH:9][C:10]1[CH:15]=[CH:14][C:13]([O:16][C:17]([Cl:20])([F:19])[F:18])=[CH:12][CH:11]=1)=[O:8] |f:5.6|. Procedure: A suspension of 5-bromo-6-chloro-N-(4-(chlorodifluoromethoxy)phenyl)nicotinamide (Stage 169.2, 1 g, 2.427 mmol) and (3S,4S)-pyrrolidine-3,4-diol (0.3 g, 2.91 mmol) in a mixture of DIPEA (1.272 mL, 7.28 mmol) and iPrOH (3.24 mL) was subjected to MW irradiation at 140° C. for 1 h. The RM was treated with 0.5 M HCl (40 mL) and extracted with EtOAc. The combined extracts were washed with water, sat. aq. NaHCO3 and brine, dried over Na2SO4 and the solvent was evaporated off under reduced pressure to ... Isolated yield 68.2%. Reactants: C1=C(C=CC2=CC=CC=C12)B(O)O (2-naphthylboronic acid), BrC1=C(C=C(C=C1)OC)[N+](=O)[O-] (4-bromo-3-nitroanisole), COC1=CC(=C(C=C1)C1=CC2=CC=CC=C2C=C1)[N+](=O)[O-] (2-(4-methoxy-2-nitrophenyl)naphthalene). RXN SMILES: C1C2C(=CC=CC=2)C=CC=1B(O)O.BrC1C=CC(OC)=CC=1[N+]([O-])=O.[CH3:26][O:27][C:28]1[CH:33]=[CH:32][C:31]([C:34]2[CH:43]=[CH:42][C:41]3[C:36](=[CH:37][CH:38]=[CH:39][CH:40]=3)[CH:35]=2)=[C:30]([N+:44]([O-])=O)[CH:29]=1>>[CH3:26][O:27][C:28]1[CH:33]=[CH:32][C:31]([C:34]2[CH:43]=[CH:42][C:41]3[C:36](=[CH:37][CH:38]=[CH:39][CH:40]=3)[CH:35]=2)=[C:30]([NH2:44])[CH:29]=1. Procedure details: Synthesized from 2-naphthylboronic acid and 4-bromo-3-nitroanisole according to an analogous synthetic method to Preparation Example 79, 2-(4-methoxy-2-nitrophenyl)naphthalene (2.3 g) was used according to an analogous synthetic method to Example 22 to provide the title compound (1.4 g). Yields the product COC=1C=CC(=C(C1)N)C1=CC2=CC=CC=C2C=C1 (5-Methoxy-(2-naphthalen-2-yl)phenylamine). Reactants: CN1C2=C(NC(C1)=O)C=C(C=N2)C(=O)OC (Methyl 4-methyl-2-oxo-1,2,3,4-tetrahydropyrido[2,3-b]pyrazine-7-carboxylate), CO (MeOH), [H-].[Na+] (NaH), [H-].[Al+3].[Li+].[H-].[H-].[H-] (lithium aluminum hydride). Run in O (water), C(C)(=O)OCC (ethyl acetate), O (water), O1CCCC1 (tetrahydrofuran). Conditions: temperature -45 celsius, time 30 minute. Yields the product OCC1=CC2=C(N(CC(N2)=O)C)N=C1 (7-(hydroxymethyl)-4-methyl-3,4-dihydropyrido[2,3-b]pyrazin-2(1H)-one). Yield: 95.5%. Reaction SMILES: [CH3:1][N:2]1[CH2:7][C:6](=[O:8])[NH:5][C:4]2[CH:9]=[C:10]([C:13](OC)=[O:14])[CH:11]=[N:12][C:3]1=2.[H-].[Na+].[H-].[Al+3].[Li+].[H-].[H-].[H-].CO>O1CCCC1.O.C(OCC)(=O)C>[OH:14][CH2:13][C:10]1[CH:11]=[N:12][C:3]2[N:2]([CH3:1])[CH2:7][C:6](=[O:8])[NH:5][C:4]=2[CH:9]=1 |f:1.2,3.4.5.6.7.8|. Procedure details: Methyl 4-methyl-2-oxo-1,2,3,4-tetrahydropyrido[2,3-b]pyrazine-7-carboxylate (500 mg, 2.25 mmol) was taken up in tetrahydrofuran (25 mL) in an inert environment. To the stirred suspension at room temperature was added NaH (60% dispersion in mineral oil, 136 mg, 3.40 mmol) and stirred 30 min. The reaction was then cooled to −45° C. and lithium aluminum hydride (2M in THF, 3.3 mL, 6.6 mmol) was added. The reaction was stirred at a temperature between −20 and −10° C. for 1 h. The reaction was then c...